From a dataset of the Open Reaction Database (ORD), a public repository of structured organic reaction records. describe an organic reaction: reactants, conditions, products, and yield Solvent: CO (methyl alcohol). Reactants: alcohol, C(N)([O-])=O (carbamate), C(N)(=O)Cl (carbamic acid chloride), [N-]=C=O (isocyanate), alcohol, ClC=1C=C(C=C(C1)Cl)N=C=O (3,5-dichlorophenyl isocyanate). As a reaction SMILES: [C:1](=[O:4])([O-:3])[NH2:2].[N-]=C=O.[C:8](Cl)(=O)N.[Cl:12][C:13]1[CH:14]=[C:15](N=C=O)[CH:16]=[C:17]([Cl:19])[CH:18]=1>CO>[Cl:12][C:13]1[CH:14]=[C:15]([NH:2][C:1](=[O:3])[O:4][CH3:8])[CH:16]=[C:17]([Cl:19])[CH:18]=1. Yields the product ClC=1C=C(C=C(C1)Cl)NC(OC)=O (methyl N-(3,5-dichlorophenyl)-carbamate). Reported procedure: The carbamate used as the starting material is obtained by reacting an isocyanate with an alcohol or a carbamic acid chloride with an alcohol in the presence of an alkali, in the conventional manner. For example, reaction of 3,5-dichlorophenyl isocyanate with methyl alcohol gives methyl N-(3,5-dichlorophenyl)-carbamate (melting point 121° C.). Starting materials: C(C1=CC=CC=C1)NC=1N=C2C(C(=CNC2=CC1)C(=O)OCC)=O (ethyl 6-benzylamino-4-oxo-1,4-dihydro-1,5-naphthyridine-3-carboxylate), [OH-].[Na+] (NaOH), [Cl-].[NH4+] (ammonium chloride). The solvent is C(C)O (ethanol). The product is C(C1=CC=CC=C1)NC=1N=C2C(C(=CNC2=CC1)C(=O)O)=O (6-benzylamino-4-oxo-1,4-dihydro-1,5-naphthyridine-3-carboxylic acid). Isolated yield 63.9%. As a reaction SMILES: [CH2:1]([NH:8][C:9]1[N:10]=[C:11]2[C:16](=[CH:17][CH:18]=1)[NH:15][CH:14]=[C:13]([C:19]([O:21]CC)=[O:20])[C:12]2=[O:24])[C:2]1[CH:7]=[CH:6][CH:5]=[CH:4][CH:3]=1.[OH-].[Na+].[Cl-].[NH4+]>C(O)C>[CH2:1]([NH:8][C:9]1[N:10]=[C:11]2[C:16](=[CH:17][CH:18]=1)[NH:15][CH:14]=[C:13]([C:19]([OH:21])=[O:20])[C:12]2=[O:24])[C:2]1[CH:7]=[CH:6][CH:5]=[CH:4][CH:3]=1 |f:1.2,3.4|. Procedure: A mixture of ethyl 6-benzylamino-4-oxo-1,4-dihydro-1,5-naphthyridine-3-carboxylate (60 mg), 1N NaOH (2 mL), and ethanol (0.5 mL) was heated at reflux for 2 h. The reaction mixture was cooled in an ice bath and saturated aqueous ammonium chloride was added. The resulting precipitate was collected, rinsed with water and ether, then dried to afford 35 mg of 6-benzylamino-4-oxo-1,4-dihydro-1,5-naphthyridine-3-carboxylic acid as a brown solid.